This data is from the Open Reaction Database (ORD), a public repository of structured organic reaction records. The task is: describe an organic reaction: reactants, conditions, products, and yield Reactants: C(C)(=O)OC1=C(C=CC=C1)C(NC=1C=C2C(=NN(C2=CC1)C(C)=O)C1=CC=CC=C1)=O (2-[N-(1-acetyl-3-phenyl-1H-indazole-5-yl)carbamoyl]phenyl acetate), N (ammonia), Cl (HCl). The solvent is CO (methanol). Run at time 3 hour. The product is OC1=C(C=CC=C1)C(=O)NC=1C=C2C(=NNC2=CC1)C1=CC=CC=C1 ((2-Hydroxyphenyl)-N-(3-phenyl(1H-indazole-5-yl))carboxamide). Isolated yield 56.7%. Reaction SMILES: C([O:4][C:5]1[CH:10]=[CH:9][CH:8]=[CH:7][C:6]=1[C:11](=[O:31])[NH:12][C:13]1[CH:14]=[C:15]2[C:19](=[CH:20][CH:21]=1)[N:18](C(=O)C)[N:17]=[C:16]2[C:25]1[CH:30]=[CH:29][CH:28]=[CH:27][CH:26]=1)(=O)C.N.Cl>CO>[OH:4][C:5]1[CH:10]=[CH:9][CH:8]=[CH:7][C:6]=1[C:11]([NH:12][C:13]1[CH:14]=[C:15]2[C:19](=[CH:20][CH:21]=1)[NH:18][N:17]=[C:16]2[C:25]1[CH:26]=[CH:27][CH:28]=[CH:29][CH:30]=1)=[O:31]. Procedure: A solution of 2-[N-(1-acetyl-3-phenyl-1H-indazole-5-yl)carbamoyl]phenyl acetate (100 mg, 0.241 mmol) in methanol (11 mL) with 0.3% ammonia was allowed to stir for three hours at reflux temperature. The mixture was then acidified with 5% HCl solution until neutral pH. The resulting solid was filtered, dried and triturated with hexanes to give the title compound (45 mg, 57% yield). 1H NMR (DMSO-d6) δ 13.23 (br s, 1H), 11.92 (br s, 1H), 10.47 (s, 1H), 8.45 (s, 1H), 7.96 (m, 3H), 7.51 (m, 6H), 6.95 ... Reactants: ClC=1C(=CC2=C(CCO2)C1)N1CCCCC1 (5-chloro-6-(piperidin-1-yl)-2,3-dihydrobenzofuran), ClC=1C(C(=C(C(C1Cl)=O)C#N)C#N)=O (2,3-dichloro-5,6-dicyano-1,4-benzoquinone). Run in O1CCOCC1 (dioxane). The product is ClC=1C(=CC2=C(C=CO2)C1)N1CCCCC1 (5-chloro-6-(piperidin-1-yl)-benzofuran). Reaction SMILES: [Cl:1][C:2]1[C:3]([N:11]2[CH2:16][CH2:15][CH2:14][CH2:13][CH2:12]2)=[CH:4][C:5]2[O:9][CH2:8][CH2:7][C:6]=2[CH:10]=1.ClC1C(=O)C(C#N)=C(C#N)C(=O)C=1Cl>O1CCOCC1>[Cl:1][C:2]1[C:3]([N:11]2[CH2:16][CH2:15][CH2:14][CH2:13][CH2:12]2)=[CH:4][C:5]2[O:9][CH:8]=[CH:7][C:6]=2[CH:10]=1. Procedure details: A solution of 2.37 g (10.0 mmole) of 5-chloro-6-(piperidin-1-yl)-2,3-dihydrobenzofuran and 2.27 g (10.0 mmole) of 2,3-dichloro-5,6-dicyano-1,4-benzoquinone in 200 ml of dioxane is boiled under reflux for 12 hours. The reaction mixture is cooled and filtered and the filtrate is concentrated in a vacuum rotary evaporator. The residue is chromatographed over silica gel using methylene chloride as eluant (Rf =0.63). In that manner, 5-chloro-6-(piperidin-1-yl)-benzofuran is obtained in the form of an... Reactants: ClC=1C=NC=C(C1SC1=C(C=C(S1)C(=O)O)[N+](=O)[O-])Cl (5-[(3,5-dichloro-4-pyridyl)sulfanyl]-4-nitro-thiophene-2-carboxylic acid), C(C1=CC=CC=C1)N1CCN(CC1)CCN (2-(4-benzylpiperazin-1-yl)ethanamine). The product is C(C1=CC=CC=C1)N1CCN(CC1)CCNC(=O)C=1SC(=C(C1)[N+](=O)[O-])SC1=C(C=NC=C1Cl)Cl (N-(2-(4-benzylpiperazin-1-yl)ethyl)-5-((3,5-dichloropyridin-4-yl)thio)-4-nitrothiophene-2-carboxamide), solid. Isolated yield 22.0%. Reaction SMILES: [Cl:1][C:2]1[CH:3]=[N:4][CH:5]=[C:6]([Cl:20])[C:7]=1[S:8][C:9]1[S:13][C:12]([C:14]([OH:16])=O)=[CH:11][C:10]=1[N+:17]([O-:19])=[O:18].[CH2:21]([N:28]1[CH2:33][CH2:32][N:31]([CH2:34][CH2:35][NH2:36])[CH2:30][CH2:29]1)[C:22]1[CH:27]=[CH:26][CH:25]=[CH:24][CH:23]=1>>[CH2:21]([N:28]1[CH2:29][CH2:30][N:31]([CH2:34][CH2:35][NH:36][C:14]([C:12]2[S:13][C:9]([S:8][C:7]3[C:6]([Cl:20])=[CH:5][N:4]=[CH:3][C:2]=3[Cl:1])=[C:10]([N+:17]([O-:19])=[O:18])[CH:11]=2)=[O:16])[CH2:32][CH2:33]1)[C:22]1[CH:23]=[CH:24][CH:25]=[CH:26][CH:27]=1. Procedure: Prepared according to the procedure described for example 44 from 5-[(3,5-dichloro-4-pyridyl)sulfanyl]-4-nitro-thiophene-2-carboxylic acid (35 mg, 0.1 mmol) and 2-(4-benzylpiperazin-1-yl)ethanamine (25.0 mg, 0.12 mmol). The title compound was obtained as a solid (12.0 mg, 22% yield). MS m/z: 552.08, 554.08 [M+H]+.